Dataset: the Open Reaction Database (ORD), a public repository of structured organic reaction records. Task: describe an organic reaction: reactants, conditions, products, and yield Starting materials: C(C)(C)(C)OC(=O)NC(C(=O)NC(C(=O)OC)CC(C)C)CC#C (Methyl 2-(2-((tert-butoxycarbonyl)amino)pent-4-ynamido)-4-methylpentanoate), Cl (HCl), O1CCOCC1 (dioxane). Solvent: C(Cl)Cl (DCM). Conditions: time 3 hour. Yields the product [Cl-].COC(C(CC(C)C)NC(C(CC#C)[NH3+])=O)=O (1-((1-Methoxy-4-methyl-1-oxopentan-2-yl)amino)-1-oxopent-4-yn-2-aminium chloride). Isolated yield 96.0%. As a reaction SMILES: C(OC([NH:8][CH:9]([CH2:22][C:23]#[CH:24])[C:10]([NH:12][CH:13]([CH2:18][CH:19]([CH3:21])[CH3:20])[C:14]([O:16][CH3:17])=[O:15])=[O:11])=O)(C)(C)C.[ClH:25].O1CCOCC1>C(Cl)Cl>[Cl-:25].[CH3:17][O:16][C:14](=[O:15])[CH:13]([NH:12][C:10](=[O:11])[CH:9]([NH3+:8])[CH2:22][C:23]#[CH:24])[CH2:18][CH:19]([CH3:21])[CH3:20] |f:4.5|. Procedure details: A solution of compound 1 (10.55 g: 31 mmol) in DCM (100 mL) was treated with 4M HCl in dioxane (78 mL; 0.31 mol) and stirred at room temperature for 3 h while monitoring the disappearance of the starting material by TLC. The solvent was removed on the rotary evaporator and the residue was treated with ether and then concentrated to give 2 as an off white solid (8.3 g; 96% yield).